From a dataset of the Open Reaction Database (ORD), a public repository of structured organic reaction records. describe an organic reaction: reactants, conditions, products, and yield Starting materials: C(CCC)[SnH2]CCCC (dibutyltin dihydride), C(CCCCCCC)[Sn](CCCCCCCC)(Cl)Cl (dioctyltin dichloride). The product is C(CCCCCCC)[SnH2]CCCCCCCC (dioctyltin dihydride). As a reaction SMILES: C([SnH2]CCCC)CCC.[CH2:10]([Sn:18](Cl)(Cl)[CH2:19][CH2:20][CH2:21][CH2:22][CH2:23][CH2:24][CH2:25][CH3:26])[CH2:11][CH2:12][CH2:13][CH2:14][CH2:15][CH2:16][CH3:17]>>[CH2:19]([SnH2:18][CH2:10][CH2:11][CH2:12][CH2:13][CH2:14][CH2:15][CH2:16][CH3:17])[CH2:20][CH2:21][CH2:22][CH2:23][CH2:24][CH2:25][CH3:26]. Procedure details: The operating procedure followed was the same as that employed in Example 1 for the synthesis of dibutyltin dihydride, except that the starting material was dioctyltin dichloride. Reactants: ice water, ClCCN1CCOCC1 (4-(2-chloroethyl)morpholine), C([O-])([O-])=O.[K+].[K+] (potassium carbonate), OC1=CC=C(C=O)C=C1 (4-hydroxybenzaldehyde). Solvent: CN(C=O)C (dimethylformamide). Yields the product O1CCN(CC1)CCOC1=CC=C(C=O)C=C1 (4-(2-morpholinoethoxy)benzaldehyde). The yield is 73.8%. As a reaction SMILES: [OH:1][C:2]1[CH:9]=[CH:8][C:5]([CH:6]=[O:7])=[CH:4][CH:3]=1.Cl[CH2:11][CH2:12][N:13]1[CH2:18][CH2:17][O:16][CH2:15][CH2:14]1.C(=O)([O-])[O-].[K+].[K+]>CN(C)C=O>[O:16]1[CH2:17][CH2:18][N:13]([CH2:12][CH2:11][O:1][C:2]2[CH:9]=[CH:8][C:5]([CH:6]=[O:7])=[CH:4][CH:3]=2)[CH2:14][CH2:15]1 |f:2.3.4|. Procedure details: 92.8 g of 4-hydroxybenzaldehyde are dissolved in 820 ml of dimethylformamide. After the addition of 228 g of 4-(2-chloroethyl)morpholine and 415 g of finely powdered potassium carbonate the reaction mixture is heated to 100° overnight under argon and while stirring vigorously. The cooled solution is poured into 3 1 of ice-water, extracted with ethyl acetate, washed with water, dried and evaporated. The residual dark oil is distilled in a high vacuum and gives 132 g of 4-(2-morpholinoethoxy)benza...